Dataset: the Open Reaction Database (ORD), a public repository of structured organic reaction records. Task: describe an organic reaction: reactants, conditions, products, and yield The reactants are [Cl-].[Al+3].[Cl-].[Cl-] (Aluminum chloride), C1(=CC=CC=C1)O (phenol), [Cl-].[Al+3].[Cl-].[Cl-] (aluminum chloride), [Cl-].[Al+3].[Cl-].[Cl-] (aluminum chloride), C1(CCC1)C(=O)Cl (Cyclobutanecarboxylic acid chloride), Cl (hydrochloric acid). Solvent: ClCCl (dichloromethane). Run at time 45 minute. Yields the product C1(CCC1)C(=O)C1=CC=C(C=C1)O (Cyclobutyl(4-hydroxyphenyl)methanone). The yield is 51.7%. As a reaction SMILES: [Cl-].[Al+3].[Cl-].[Cl-].[C:5]1([OH:11])[CH:10]=[CH:9][CH:8]=[CH:7][CH:6]=1.[CH:12]1([C:16](Cl)=[O:17])[CH2:15][CH2:14][CH2:13]1.Cl>ClCCl>[CH:12]1([C:16]([C:8]2[CH:9]=[CH:10][C:5]([OH:11])=[CH:6][CH:7]=2)=[O:17])[CH2:15][CH2:14][CH2:13]1 |f:0.1.2.3|. Reported procedure: Aluminum chloride (1.59 g, 11.9 mmol) was added to a dichloromethane (10 mL) solution of phenol (1.03 g, 10.9 mmol) at room temperature, and the mixture was stirred at the same temperature for 45 minutes. Cyclobutanecarboxylic acid chloride (1.33 mL, 11.7 mmol) was added dropwise to the obtained reaction mixture at room temperature, and the mixture was stirred at the same temperature for 4 hours. Further, aluminum chloride (1.58 g, 11.8 mmol) was added at room temperature, and the mixture was st... The reactants are ClC1=C(C(=CC=C1)F)O (2-chloro-6-fluorophenol), ClCC(=O)NC1=CC=C(C=C1)CC (2-chloro-N-(4-ethylphenyl)acetamide). Yields the product ClC1=C(C(=CC=C1)F)N(C1=CC=C(C=C1)CC)C(CCl)=O (N-(2′-chloro-6′-fluorophenyl)-N-chloroacetyl-4-ethylaniline). RXN SMILES: [Cl:1][C:2]1[CH:7]=[CH:6][CH:5]=[C:4]([F:8])[C:3]=1O.[Cl:10][CH2:11][C:12]([NH:14][C:15]1[CH:20]=[CH:19][C:18]([CH2:21][CH3:22])=[CH:17][CH:16]=1)=[O:13]>>[Cl:1][C:2]1[CH:7]=[CH:6][CH:5]=[C:4]([F:8])[C:3]=1[N:14]([C:12](=[O:13])[CH2:11][Cl:10])[C:15]1[CH:16]=[CH:17][C:18]([CH2:21][CH3:22])=[CH:19][CH:20]=1. Procedure: Same procedure as example 6a starting from 2-chloro-6-fluorophenol and 2-chloro-N-(4-ethylphenyl)acetamide. The reactants are BrC=1C=C(CN2N=C(N=C2C)C=2OC(=NN2)C2=CC=C(C=C2)C(C)(C)C)C=CC1 (2-(1-(3-bromobenzyl)-5-methyl-1H-1,2,4-triazol-3-yl)-5-(4-(tert-butyl)phenyl)-1,3,4-oxadiazole), CN1CCNCC1 (1-methylpiperazine), CC(C)(C)[O-].[Na+] (NaOtBu), C1(CCCCC1)P(C1=C(C=CC=C1)C1=C(C=CC=C1OC(C)C)OC(C)C)C1CCCCC1 (dicyclohexyl(2′,6′-diisopropoxy-[1,1′-biphenyl]-2-yl)phosphine). The reagents and catalysts are CC(C)OC1=C(C(=CC=C1)OC(C)C)C2=CC=CC=C2P(C3CCCCC3)C4CCCCC4.C1=CC=C([C-]=C1)C2=CC=CC=C2N.Cl[Pd+] (chloro-(2-dicyclohexylphosphino-2′,6′-diisopropoxy-1,1′-biphenyl)[2-(2′-amino-1,1′-biphenyl)]palladium(II)). Solvent: CS(=O)C (DMSO), C1CCOC1 (THF). Run at temperature 65 celsius, time 2 hour. The product is C(C)(C)(C)C1=CC=C(C=C1)C=1OC(=NN1)C1=NN(C(=N1)C)CC1=CC(=CC=C1)N1CCN(CC1)C (2-(4-(tert-butyl)phenyl)-5-(5-methyl-1-(3-(4-methylpiperazin-1-yl)benzyl)-1H-1,2,4-triazol-3-yl)-1,3,4-oxadiazole). The yield is 4.3%. RXN SMILES: Br[C:2]1[CH:3]=[C:4]([CH:27]=[CH:28][CH:29]=1)[CH2:5][N:6]1[C:10]([CH3:11])=[N:9][C:8]([C:12]2[O:13][C:14]([C:17]3[CH:22]=[CH:21][C:20]([C:23]([CH3:26])([CH3:25])[CH3:24])=[CH:19][CH:18]=3)=[N:15][N:16]=2)=[N:7]1.[CH3:30][N:31]1[CH2:36][CH2:35][NH:34][CH2:33][CH2:32]1.CC([O-])(C)C.[Na+].C1(P(C2CCCCC2)C2C=CC=CC=2C2C(OC(C)C)=CC=CC=2OC(C)C)CCCCC1>C1COCC1.CS(C)=O.CC(OC1C=CC=C(OC(C)C)C=1C1C(P(C2CCCCC2)C2CCCCC2)=CC=CC=1)C.C1C=[C-]C(C2C(N)=CC=CC=2)=CC=1.Cl[Pd+]>[C:23]([C:20]1[CH:21]=[CH:22][C:17]([C:14]2[O:13][C:12]([C:8]3[N:9]=[C:10]([CH3:11])[N:6]([CH2:5][C:4]4[CH:27]=[CH:28][CH:29]=[C:2]([N:34]5[CH2:35][CH2:36][N:31]([CH3:30])[CH2:32][CH2:33]5)[CH:3]=4)[N:7]=3)=[N:16][N:15]=2)=[CH:18][CH:19]=1)([CH3:26])([CH3:25])[CH3:24] |f:2.3,7.8.9|. Procedure: A mixture of 2-(1-(3-bromobenzyl)-5-methyl-1H-1,2,4-triazol-3-yl)-5-(4-(tert-butyl)phenyl)-1,3,4-oxadiazole (100 mg, 0.22 mmol), 1-methylpiperazine (37 μL, 0.33 mmol), NaOtBu (46.7 mg, 0.48 mmol), dicyclohexyl(2′,6′-diisopropoxy-[1,1′-biphenyl]-2-yl)phosphine (10.3 mg, 0.022 mmol) and chloro-(2-dicyclohexylphosphino-2′,6′-diisopropoxy-1,1′-biphenyl)[2-(2′-amino-1,1′-biphenyl)]palladium(II)(17.7 mg, 0.022 mmol) in THF (1 mL) was degassed (freeze-pump-thaw, under N2). The reaction mixture was stir... Reactants: ClC=1C=C(C=CC1OC)C(CC1=CC=C(C=C1)SC)=O (1-(3-chloro-4-methoxyphenyl)-2-[4-(methylthio)phenyl]-ethan-1-one), NO (hydroxylamine). The product is ClC=1C=C(C=CC1OC)C(CC1=CC=C(C=C1)SC)=NO (1-(3-Chloro-4-methoxyphenyl)-2-[4-(methylthio)phenyl]-ethan-1-one oxime). Yield: 41.0%. Reaction SMILES: [Cl:1][C:2]1[CH:3]=[C:4]([C:10](=O)[CH2:11][C:12]2[CH:17]=[CH:16][C:15]([S:18][CH3:19])=[CH:14][CH:13]=2)[CH:5]=[CH:6][C:7]=1[O:8][CH3:9].[NH2:21][OH:22]>>[Cl:1][C:2]1[CH:3]=[C:4]([C:10](=[N:21][OH:22])[CH2:11][C:12]2[CH:17]=[CH:16][C:15]([S:18][CH3:19])=[CH:14][CH:13]=2)[CH:5]=[CH:6][C:7]=1[O:8][CH3:9]. Reported procedure: 1-(3-Chloro-4-methoxyphenyl)-2-[4-(methylthio)phenyl]-ethan-1-one oxime was prepared in 41% yield from the reaction of 1-(3 chloro-4-methoxyphenyl)-2-[4-(methylthio)phenyl]-ethan-1-one from Step 4 with hydroxylamine by the method outlined in Example 1, Step 1: 1H NMR (CDCl3 /300 MHz) δ 7.69 (d, J=2.22 Hz, 1H), 7.47 (dd, J=8.66, 2.22 Hz, 1H), 7.21-7.16 (m, 4H), 6.86 (d, J=8.66 Hz, 1H), 4.11 (s, 2H), 3.89 (s, 3H), 2.44 (s, 3H). Reactants: Cl.N1=CC=C(C=C1)CNC1=C(C(=O)NC2=CC(=C(C=C2)\C=C/C)C(F)(F)F)C=CC=C1 (2-[4-Pyridinylmethyl]amino-N-[4-[(Z)-1-propenyl]-3-(trifluoromethyl)-phenyl]benzamide hydrochloride salt), [H][H] (hydrogen). Reagents/catalysts: [Pt] (platinum on carbon). The solvent is CO (methanol). The product is N1=CC=C(C=C1)CNC1=C(C(=O)NC2=CC(=C(C=C2)CCC)C(F)(F)F)C=CC=C1 (2-[4-Pyridinylmethyl]amino-N-[4-(1-propyl)-3-(trifluoromethyl)phenyl]benzamide). As a reaction SMILES: Cl.[N:2]1[CH:7]=[CH:6][C:5]([CH2:8][NH:9][C:10]2[CH:31]=[CH:30][CH:29]=[CH:28][C:11]=2[C:12]([NH:14][C:15]2[CH:20]=[CH:19][C:18](/[CH:21]=[CH:22]\[CH3:23])=[C:17]([C:24]([F:27])([F:26])[F:25])[CH:16]=2)=[O:13])=[CH:4][CH:3]=1.[H][H]>CO.[Pt]>[N:2]1[CH:7]=[CH:6][C:5]([CH2:8][NH:9][C:10]2[CH:31]=[CH:30][CH:29]=[CH:28][C:11]=2[C:12]([NH:14][C:15]2[CH:20]=[CH:19][C:18]([CH2:21][CH2:22][CH3:23])=[C:17]([C:24]([F:25])([F:26])[F:27])[CH:16]=2)=[O:13])=[CH:4][CH:3]=1 |f:0.1|. Reported procedure: A solution of 2-[4-pyridinylmethyl]amino-N-[4-[(Z)-1-propenyl]-3-(trifluoromethyl)phenyl]benzamide (Example 8; 0.80 g, 1.75 mmol) in methanol (25 mL) is hydrogenated at atmospheric pressure over 5% platinum on carbon (0.2 g) at 22° C. The calculated amount of hydrogen is taken up after 12 hours. The mixture is then filtered and the solvent is evaporated under reduced pressure to yield the crude product which is purified by column chromatography on silica gel, eluent 20% dichloromethane in EtOAc ...